This data is from the Open Reaction Database (ORD), a public repository of structured organic reaction records. The task is: describe an organic reaction: reactants, conditions, products, and yield The product is CC1=CC(=NO1)C(=O)NC(=N)N (1-(5-methyl-3-isoxazolylcarbonyl)guanidine). Reaction SMILES: CC[O-].[Na+].[NH2:5][C:6]([NH2:8])=[NH:7].[CH3:9][C:10]1[O:14][N:13]=[C:12]([C:15](OCC)=[O:16])[CH:11]=1>C(O)C.Cl.NC(N)=N>[CH3:9][C:10]1[O:14][N:13]=[C:12]([C:15]([NH:7][C:6]([NH2:8])=[NH:5])=[O:16])[CH:11]=1 |f:0.1,5.6|. Reactants: CC[O-].[Na+] (sodium ethylate), CC1=CC(=NO1)C(=O)OCC (ethyl 5-methylisoxazole-3-carboxylate), resultant mixture, NC(=N)N (guanidine). Procedure: To a solution of sodium ethylate (75 parts by weight) in anhydrous ethanol (500 parts by volume), guanidine monohydrochloride (96 parts by weight) is added under stirring and ice-cooling to make an ethanolic solution of free guanidine. To this solution, a solution of ethyl 5-methylisoxazole-3-carboxylate (155 parts by weight) in anhydrous ethanol (200 parts by volume) is added within 2 hours under stirring at 40° C. The resultant mixture is allowed to stand at 20° C for 12 hours. The precipitate... Reaction conditions: time 12 hour. Run in C(C)O (ethanol), Cl.NC(=N)N (guanidine monohydrochloride), C(C)O (ethanol). Reactants: BrC=1C=C(C=CC1)C(=O)C1=C(C2=CC=CC=CC2=C1)C ((3-bromophenyl)(1-methylazulen-2-yl) methanone), [BH4-].[Na+] (sodium borohydride). The solvent is diglyme-ether, O (water). Conditions: time 20 minute. The product is BrC=1C=C(CC2=CC(=C3C=CC=CC=C23)C)C=CC1 (1-(3-bromobenzyl)-3-methylazulene). Yield: 43.9%. RXN SMILES: [Br:1][C:2]1[CH:3]=[C:4]([C:8]([C:10]2[CH:19]=[C:18]3[C:12](=[CH:13][CH:14]=[CH:15][CH:16]=[CH:17]3)[C:11]=2[CH3:20])=O)[CH:5]=[CH:6][CH:7]=1.[BH4-].[Na+]>O>[Br:1][C:2]1[CH:3]=[C:4]([CH:5]=[CH:6][CH:7]=1)[CH2:8][C:10]1[C:11]2[C:12]([CH:18]=[CH:17][CH:16]=[CH:15][CH:20]=2)=[C:13]([CH3:14])[CH:19]=1 |f:1.2|. Reported procedure: Boron trifluoride-diethyl ether complex (1.17 ml) was added to a solution of (3-bromophenyl)(1-methylazulen-2-yl) methanone (0.5 g) in diglyme-ether (ratio: 1:1, 2.0 ml) at 0° C. and the mixture was stirred for 20 minutes. Then, sodium borohydride (0.68 g) was added to the reaction mixture and the mixture was stirred at room temperature for one hour. The reaction mixture was added to ice-cooled water and extracted with ethyl acetate. The organic layer was washed with saturated brine and dried ov... Reactants: solution, CC(C)([O-])C.[Li+] (lithium tert-butoxide), O=CC(Cl)(Cl)Cl (Chloral), CC(=C=O)C (dimethylketene). Solvent: C1CCCCC1 (cyclohexane), steel. Reaction conditions: temperature 60 celsius. The product is O=CC(Cl)(Cl)Cl.CC(=C=O)C (chloral dimethylketene). Reaction SMILES: CC(C)([O-])C.[Li+].[O:7]=[CH:8][C:9]([Cl:12])([Cl:11])[Cl:10].[CH3:13][C:14]([CH3:17])=[C:15]=[O:16]>C1CCCCC1>[O:7]=[CH:8][C:9]([Cl:12])([Cl:11])[Cl:10].[CH3:13][C:14]([CH3:17])=[C:15]=[O:16] |f:0.1,5.6|. Procedure details: In a 50 ml. glass polymerization tube was placed a sealed vial containing 0.2 ml. of a 2 molar solution of lithium tert-butoxide in cyclohexane and several steel balls. Chloral (30 g.) was added to the tube and dimethylketene (1.2 g.) was then condensed into the tube. The supernatant air in the tube was evacuated after which the tube was sealed and heated to 60°C. The tube was shaken vigorously to cause the steel balls to break the vial containing the initiator and to produce a homogeneous solut... The reactants are FC1=C(C=CC(=C1)OC)C(CC(=O)C=1C=CC(NC1)=O)C1=C(C=CC=C1)C (5-[3-(2-fluoro-4-methoxy-phenyl)-3-o-tolyl-propionyl]-1H-pyridin-2-one), IC (iodomethane), C([O-])([O-])=O.[K+].[K+] (potassium carbonate). Reported procedure: In analogy to example 161, step 1, 5-[3-(2-fluoro-4-methoxy-phenyl)-3-o-tolyl-propionyl]-1H-pyridin-2-one was reacted with iodomethane in the presence of potassium carbonate to give the title compound as a colorless solid, MS (ESI+): m/z=380.3 [M+H]+. The product is FC1=C(C=CC(=C1)OC)C(CC(=O)C=1C=CC(N(C1)C)=O)C1=C(C=CC=C1)C (5-[3-(2-Fluoro-4-methoxy-phenyl)-3-o-tolyl-propionyl]-1-methyl-1H-pyridin-2-one). As a reaction SMILES: [F:1][C:2]1[CH:7]=[C:6]([O:8][CH3:9])[CH:5]=[CH:4][C:3]=1[CH:10]([C:21]1[CH:26]=[CH:25][CH:24]=[CH:23][C:22]=1[CH3:27])[CH2:11][C:12]([C:14]1[CH:15]=[CH:16][C:17](=[O:20])[NH:18][CH:19]=1)=[O:13].IC.[C:30](=O)([O-])[O-].[K+].[K+]>>[F:1][C:2]1[CH:7]=[C:6]([O:8][CH3:9])[CH:5]=[CH:4][C:3]=1[CH:10]([C:21]1[CH:26]=[CH:25][CH:24]=[CH:23][C:22]=1[CH3:27])[CH2:11][C:12]([C:14]1[CH:15]=[CH:16][C:17](=[O:20])[N:18]([CH3:30])[CH:19]=1)=[O:13] |f:2.3.4|. The reactants are CC=1N=CNC1CSCCN (4-methyl-5-((2-aminoethyl)thiomethyl)imidazole), CSC=1NS(CCN1)(=O)=O (3-methylthio-5,6-dihydro-1,2,4-thiadiazine-1,1-dioxide). Yields the product CC=1N=CNC1CSCCC=1NS(CCN1)(=O)=O (3-[2-((4-methyl-5-imidazolyl)methylthio)ethyl]-5,6-dihydro-1,2,4-thiadiazine-1,1-dioxide). The yield is 32.7%. As a reaction SMILES: [CH3:1][C:2]1[N:3]=[CH:4][NH:5][C:6]=1[CH2:7][S:8][CH2:9][CH2:10]N.CS[C:14]1[NH:15][S:16](=[O:21])(=[O:20])[CH2:17][CH2:18][N:19]=1>>[CH3:1][C:2]1[N:3]=[CH:4][NH:5][C:6]=1[CH2:7][S:8][CH2:9][CH2:10][C:14]1[NH:15][S:16](=[O:21])(=[O:20])[CH2:17][CH2:18][N:19]=1. Reported procedure: A mixture of 4-methyl-5-((2-aminoethyl)thiomethyl)imidazole (4.0 g.) and 3-methylthio-5,6-dihydro-1,2,4-thiadiazine-1,1-dioxide (4.2 g.) was heated in an oil bath at 140° for 4 hours. The product was chromatographed on a column of silica gel with ethyl acetate-ethanol (3:2) as eluant and finally recrystallised from ethanol-ether to give 3-[2-((4-methyl-5-imidazolyl)methylthio)ethyl]-5,6-dihydro-1,2,4-thiadiazine-1,1-dioxide (2.2 g.) m.p. 146°-147°.